Dataset: the Open Reaction Database (ORD), a public repository of structured organic reaction records. Task: describe an organic reaction: reactants, conditions, products, and yield The reactants are NC=1C(=NC=C(C1)Cl)N1C(=NC=C1)C1CCCCC1 (3-Amino-5-chloro-2-(2-cyclohexyl-1H-imidazol-1-yl)pyridine), C(=O)(N1C=NC=C1)N1C=NC=C1 (1,1′-carbonyldiimidazole), 1,2-chlorobenzene. The product is ClC1=CC=2NC(C=3N(C2N=C1)C(=NC3)C3CCCCC3)=O (3-Chloro-9-cyclohexylimidazo[1,5-a]pyrido[3,2-e]pyrazin-6(5H)-one). RXN SMILES: [NH2:1][C:2]1[C:3]([N:9]2[CH:13]=[CH:12][N:11]=[C:10]2[CH:14]2[CH2:19][CH2:18][CH2:17][CH2:16][CH2:15]2)=[N:4][CH:5]=[C:6]([Cl:8])[CH:7]=1.[C:20](N1C=CN=C1)(N1C=CN=C1)=[O:21]>>[Cl:8][C:6]1[CH:5]=[N:4][C:3]2[N:9]3[C:10]([CH:14]4[CH2:19][CH2:18][CH2:17][CH2:16][CH2:15]4)=[N:11][CH:12]=[C:13]3[C:20](=[O:21])[NH:1][C:2]=2[CH:7]=1. Reported procedure: 3-Amino-5-chloro-2-(2-cyclohexyl-1H-imidazol-1-yl)pyridine as synthesized in Production Example 103, 838 mg, 1,1′-carbonyldiimidazole 983 mg and 1,2-chlorobenzene 25 mL were mixed and heated under reflux for 15 hours. Cooling the reaction liquid off, the precipitate was recovered by filtration and washed with methanol. The resulting crystals were dissolved in a liquid mixture of 2N hydrochloric acid and methanol, and the insoluble matter was separated by filtration. The filtrate was made weakly ... Reactants: CC(C)(C)OC(=O)N1CCC(NC2CC2)CC1, CC(=O)OC(C)=O, CCN(C(C)C)C(C)C, ClCCl. Product: CC(=O)N(C1CC1)C1CCN(C(=O)OC(C)(C)C)CC1. As a reaction SMILES: [C:1]([CH3:2])([CH3:3])([CH3:4])[O:5][C:6](=[O:7])[N:8]1[CH2:9][CH2:10][CH:11]([NH:14][CH:15]2[CH2:16][CH2:17]2)[CH2:12][CH2:13]1.[CH3:27][C:28](=[O:29])[O:30][C:31](=[O:32])[CH3:33].[CH:18]([N:19]([CH2:20][CH3:21])[CH:22]([CH3:23])[CH3:24])([CH3:25])[CH3:26].[Cl:34][CH2:35][Cl:36]>>[C:1]([CH3:2])([CH3:3])([CH3:4])[O:5][C:6](=[O:7])[N:8]1[CH2:9][CH2:10][CH:11]([N:14]([CH:15]2[CH2:16][CH2:17]2)[C:28]([CH3:27])=[O:29])[CH2:12][CH2:13]1.